Task: describe an organic reaction: reactants, conditions, products, and yield. Dataset: the Open Reaction Database (ORD), a public repository of structured organic reaction records Starting materials: BrC=1C(CC2=CC(=CC=C2C1C1=CC=C(C=C1)Cl)OC)C (3-bromo-4-(4-chlorophenyl)-7-methoxy-2-methyl-1,2-dihydronaphthalene), C(#N)C1=C(C(=O)C(=C(C1=O)Cl)Cl)C#N (DDQ). Run in C1(=CC=CC=C1)C (toluene). Yields the product BrC1=C(C2=CC=C(C=C2C=C1C)OC)C1=CC=C(C=C1)Cl (2-bromo-1-(4-chlorophenyl)-6-methoxy-3-methylnaphthalene). Yield: 95.4%. Reaction SMILES: [Br:1][C:2]1[CH:3]([CH3:21])[CH2:4][C:5]2[C:10]([C:11]=1[C:12]1[CH:17]=[CH:16][C:15]([Cl:18])=[CH:14][CH:13]=1)=[CH:9][CH:8]=[C:7]([O:19][CH3:20])[CH:6]=2.C(C1C(=O)C(Cl)=C(Cl)C(=O)C=1C#N)#N>C1(C)C=CC=CC=1>[Br:1][C:2]1[C:3]([CH3:21])=[CH:4][C:5]2[C:10](=[CH:9][CH:8]=[C:7]([O:19][CH3:20])[CH:6]=2)[C:11]=1[C:12]1[CH:17]=[CH:16][C:15]([Cl:18])=[CH:14][CH:13]=1. Reported procedure: A solution of 3-bromo-4-(4-chlorophenyl)-7-methoxy-2-methyl-1,2-dihydronaphthalene (5.5 g, 15.1 mmol) in toluene (100 mL) was vacuum flushed with Ar. DDQ (5.2 g, 22.7 mmol) was added and the mixture heated to reflux for 1.5 h. The heterogeneous red-brown mixture was cooled to room temperature and the toluene removed in vacuo. The resulting residue was taken up in DCM (300 mL) and filtered to remove precipitated DDHQ. The resulting mother liquor was absorbed on silica gel and purified by Yamazen ... Starting materials: CCCC(=O)OC(C)c1ccc(OC2CCCCO2)cc1, CO. Yields the product CCCC(=O)OC(C)c1ccc(O)cc1. RXN SMILES: [C:1]([CH2:2][CH2:3][CH3:4])(=[O:5])[O:6][CH:7]([CH3:8])[c:9]1[cH:10][cH:11][c:12]([O:15][CH:16]2[CH2:17][CH2:18][CH2:19][CH2:20][O:21]2)[cH:13][cH:14]1.[CH3:22][OH:23]>>[C:1]([CH2:2][CH2:3][CH3:4])(=[O:5])[O:6][CH:7]([CH3:8])[c:9]1[cH:10][cH:11][c:12]([OH:15])[cH:13][cH:14]1. Reactants: 7-phosphate, ClC1=C(C=C(C=C1)C(F)(F)F)C#C[Si](C)(C)C ({[2-chloro-5-(trifluoromethyl)phenyl]ethynyl}(trimethyl)silane), CO (MeOH), C([O-])([O-])=O.[K+].[K+] (potassium carbonate). The solvent is O (H2O). Conditions: time 15 minute. The product is ClC1=C(C=C(C=C1)C(F)(F)F)C#C (1-chloro-2-ethynyl-4-(trifluoromethyl)benzene). RXN SMILES: [Cl:1][C:2]1[CH:7]=[CH:6][C:5]([C:8]([F:11])([F:10])[F:9])=[CH:4][C:3]=1[C:12]#[C:13][Si](C)(C)C.CO.C(=O)([O-])[O-].[K+].[K+]>O>[Cl:1][C:2]1[CH:7]=[CH:6][C:5]([C:8]([F:9])([F:10])[F:11])=[CH:4][C:3]=1[C:12]#[CH:13] |f:2.3.4|. Procedure details: To a solution of the intermediate from step A (2.7 g, 10 mmol) in 10:1 MeOH:H2O (60 mL) was added potassium carbonate (2.76 g, 20 mmol). The reaction was stirred at room temperature for 15 minutes after which the mixture was poured into a pH 7-phosphate buffer and extracted with methylene chloride (3×). The combined organic layers were then dried over anhydrous MgSO4, filtered and concentrated in vacuo. The resulting oil was used without further purification. 1H NMR (CDCl3, 500 MHz): 7.8 (d, J=1... Starting materials: FC1=CC=C(C=C1)S (4-fluorothiophenol), BrCC(=O)C1=CC(=C(C(=C1)OC)OC)OC (2-bromo-3',4',5'-trimethoxyacetophenone). The product is FC1=CC=C(C=C1)SCC(=O)C1=CC(=C(C(=C1)OC)OC)OC (2-(4-fluorophenylthio)-3',4',5'-trimethoxyacetophenone). Isolated yield 125.0%. Reaction SMILES: [F:1][C:2]1[CH:7]=[CH:6][C:5]([SH:8])=[CH:4][CH:3]=1.Br[CH2:10][C:11]([C:13]1[CH:18]=[C:17]([O:19][CH3:20])[C:16]([O:21][CH3:22])=[C:15]([O:23][CH3:24])[CH:14]=1)=[O:12]>>[F:1][C:2]1[CH:7]=[CH:6][C:5]([S:8][CH2:10][C:11]([C:13]2[CH:14]=[C:15]([O:23][CH3:24])[C:16]([O:21][CH3:22])=[C:17]([O:19][CH3:20])[CH:18]=2)=[O:12])=[CH:4][CH:3]=1. Reported procedure: Substantially the same procedure as in Reference Example 13 was repeated using 4-fluorothiophenol (0.82 g) and 2-bromo-3',4',5'-trimethoxyacetophenone (Compound XIa, 1.54 g) obtained in Reference Example 1 to give 2-(4-fluorophenylthio)-3',4',5'-trimethoxyacetophenone (Compound IX-11, 2.24 g). Starting materials: C(CCC)C1=CC=C(S1)C1=NOC(=C1)C1=CC=C(C=C1)O (3-(5-butylthiophen-2-yl)-5-(4-hydroxyphenyl)-isoxazole), F[C@H](CO)CCCCCCCC ((S)-2-fluoro-1-decanol), N(=NC(=O)OCC)C(=O)OCC.C1(=CC=CC=C1)P(C1=CC=CC=C1)C1=CC=CC=C1 (diethyl azodicarboxylate triphenylphosphine). Solvent: O1CCCC1 (tetrahydrofuran). Yields the product C(CCC)C1=CC=C(S1)C1=NOC(=C1)C1=CC=C(C=C1)OC[C@H](CCCCCCCC)F (3-(5-Butylthiophen-2-yl)-5-{4-[(S)-2-fluorodecyloxy]-phenyl}-isoxazole). RXN SMILES: [CH2:1]([C:5]1[S:9][C:8]([C:10]2[CH:14]=[C:13]([C:15]3[CH:20]=[CH:19][C:18]([OH:21])=[CH:17][CH:16]=3)[O:12][N:11]=2)=[CH:7][CH:6]=1)[CH2:2][CH2:3][CH3:4].[F:22][C@@H:23]([CH2:26][CH2:27][CH2:28][CH2:29][CH2:30][CH2:31][CH2:32][CH3:33])[CH2:24]O.N(C(OCC)=O)=NC(OCC)=O.C1(P(C2C=CC=CC=2)C2C=CC=CC=2)C=CC=CC=1>O1CCCC1>[CH2:1]([C:5]1[S:9][C:8]([C:10]2[CH:14]=[C:13]([C:15]3[CH:16]=[CH:17][C:18]([O:21][CH2:24][C@@H:23]([F:22])[CH2:26][CH2:27][CH2:28][CH2:29][CH2:30][CH2:31][CH2:32][CH3:33])=[CH:19][CH:20]=3)[O:12][N:11]=2)=[CH:7][CH:6]=1)[CH2:2][CH2:3][CH3:4] |f:2.3|. Procedure details: 3-(5-Butylthiophen-2-yl)-5-{4-[(S)-2-fluorodecyloxy]-phenyl}-isoxazole is prepared similar to Example 6, but 3-(5-butylthiophen-2-yl)-5-(4-hydroxyphenyl)-isoxazole is etherified with (S)-2-fluoro-1-decanol by the method of Mitsunobu (diethyl azodicarboxylate/triphenylphosphine in tetrahydrofuran; Synthesis 1981, 1). Starting materials: CC(NC(=O)C1(O)CCC(NC(=O)OC(C)(C)C)CC1)c1ccccc1, ClCCl, O=C(O)C(F)(F)F. Yields the product CC(NC(=O)C1(O)CCC(N)CC1)c1ccccc1. RXN SMILES: [C:8]([O:9][C:10](=[O:11])[NH:14][CH:15]1[CH2:16][CH2:17][C:18]([C:21]([NH:22][CH:23]([CH3:24])[c:25]2[cH:26][cH:27][cH:28][cH:29][cH:30]2)=[O:31])([OH:32])[CH2:19][CH2:20]1)([CH3:12])([CH3:13])[CH3:33].[Cl:34][CH2:35][Cl:36].[OH:1][C:2]([C:3]([F:4])([F:5])[F:6])=[O:7]>>[NH2:14][CH:15]1[CH2:16][CH2:17][C:18]([C:21]([NH:22][CH:23]([CH3:24])[c:25]2[cH:26][cH:27][cH:28][cH:29][cH:30]2)=[O:31])([OH:32])[CH2:19][CH2:20]1. The reactants are Cl.ClCC=1N=CNC1C (4-Chloromethyl-5-methylimidazole hydrochloride), CN(C(=S)N)CCS (N-Methyl-N1 -(2-mercaptoethyl)thiourea), [Na] (sodium). The solvent is C(C)O (ethanol), C(C)O (ethanol). Reaction conditions: time 1 hour. Yields the product CN(C(=S)N)CCSCC=1N=CNC1C (N-methyl-N1 -[2-((5-methyl-4-imidazolyl)methylthio)ethyl]-thiourea). Yield: 51.1%. As a reaction SMILES: [CH3:1][N:2]([CH2:6][CH2:7][SH:8])[C:3]([NH2:5])=[S:4].[Na].Cl.Cl[CH2:12][C:13]1[N:14]=[CH:15][NH:16][C:17]=1[CH3:18]>C(O)C>[CH3:1][N:2]([CH2:6][CH2:7][S:8][CH2:12][C:13]1[N:14]=[CH:15][NH:16][C:17]=1[CH3:18])[C:3]([NH2:5])=[S:4] |f:2.3,^1:8|. Reported procedure: N-Methyl-N1 -(2-mercaptoethyl)thiourea (3.85 g) in dry ethanol (10 ml) was added to a solution of sodium (1.18 g) in dry ethanol (50 ml) and the mixture was stirred at room temperature for one hour. 4-Chloromethyl-5-methylimidazole hydrochloride (4.29 g) was added portionwise over one hour to this stirred mixture at room temperature. The mixture was stirred at room temperature for a further hour and heated under reflux for 1/2 hour, cooled and filtered. The filtrate was evaporated to an oily sol... The product is CCOC(=O)CCc1cnc(Oc2ccccc2)cc1C(=O)Cl. Reactants: CN(C)C=O, CCOC(=O)CCc1cnc(Oc2ccccc2)cc1C(=O)O, O=S(Cl)Cl. Reaction SMILES: [CH3:28][N:29]([CH3:30])[CH:31]=[O:32].[O:5]([c:6]1[cH:7][cH:8][cH:9][cH:10][cH:11]1)[c:12]1[cH:13][c:14]([C:15](=[O:16])[OH:17])[c:18]([CH2:21][CH2:22][C:23](=[O:24])[O:25][CH2:26][CH3:27])[cH:19][n:20]1.[S:1]([Cl:2])([Cl:3])=[O:4]>>[Cl:3][C:15]([c:14]1[cH:13][c:12]([O:5][c:6]2[cH:7][cH:8][cH:9][cH:10][cH:11]2)[n:20][cH:19][c:18]1[CH2:21][CH2:22][C:23](=[O:24])[O:25][CH2:26][CH3:27])=[O:16]. Reactants: C=CCCOC(C)OOC, ClCCl, O=C(OO)c1cccc(Cl)c1. Yields the product COOC(C)OCCC1CO1. As a reaction SMILES: [CH2:1]([CH:2]=[CH2:3])[CH2:4][O:5][CH:6]([CH3:7])[O:8][O:9][CH3:10].[Cl:22][CH2:23][Cl:24].[OH:11][O:12][C:13]([c:14]1[cH:15][c:16]([Cl:17])[cH:18][cH:19][cH:20]1)=[O:21]>>[CH2:1]([CH:2]1[CH2:3][O:11]1)[CH2:4][O:5][CH:6]([CH3:7])[O:8][O:9][CH3:10].